This data is from the Open Reaction Database (ORD), a public repository of structured organic reaction records. The task is: describe an organic reaction: reactants, conditions, products, and yield The reactants are ClC=1OC=2C(N1)=C(C=CC2)C(=O)OC (methyl 2-chlorobenzoxazole-4-carboxylate), NC1=CC=NC=C1 (4-aminopyridine), C1(CCCCC1)P(C1=C(C=CC=C1)C1=C(C=C(C=C1C(C)C)C(C)C)C(C)C)C1CCCCC1 (2-dicyclohexylphosphino-2′,4′,6′-triisopropylbiphenyl), C(=O)([O-])[O-].[K+].[K+] (K2CO3). The reagents and catalysts are C(C)(=O)[O-].[Pd+2].C(C)(=O)[O-] (palladium(II) acetate). Run in CC(C)(C)O (t-BuOH). Reaction conditions: temperature 90 celsius. Product: N1=CC=C(C=C1)NC=1OC=2C(N1)=C(C=CC2)C(=O)OC (methyl 2-(pyridin-4-ylamino)benzoxazole-4-carboxylate). As a reaction SMILES: Cl[C:2]1[O:3][C:4]2[C:5](=[C:7]([C:11]([O:13][CH3:14])=[O:12])[CH:8]=[CH:9][CH:10]=2)[N:6]=1.[NH2:15][C:16]1[CH:21]=[CH:20][N:19]=[CH:18][CH:17]=1.C1(P(C2CCCCC2)C2C=CC=CC=2C2C(C(C)C)=CC(C(C)C)=CC=2C(C)C)CCCCC1.C([O-])([O-])=O.[K+].[K+]>C([O-])(=O)C.[Pd+2].C([O-])(=O)C.CC(O)(C)C>[N:19]1[CH:20]=[CH:21][C:16]([NH:15][C:2]2[O:3][C:4]3[C:5](=[C:7]([C:11]([O:13][CH3:14])=[O:12])[CH:8]=[CH:9][CH:10]=3)[N:6]=2)=[CH:17][CH:18]=1 |f:3.4.5,6.7.8|. Reported procedure: A mixture of methyl 2-chlorobenzoxazole-4-carboxylate (350 mg, 1.65 mmol), 4-aminopyridine (233 mg, 2.48 mmol), palladium(II) acetate (7.4 mg, 0.033 mmol), 2-dicyclohexylphosphino-2′,4′,6′-triisopropylbiphenyl (39 mg, 0.083 mmol), K2CO3 (570 mg, 4.13 mmol) and t-BuOH (4 mL) was heated to 90° C. for 40 min. After cooling to room temperature, the reaction mixture was filtered through diatomaceous earth and concentrated. The crude product was purified by column chromatography (silica gel, 9:1 CH2Cl... Starting materials: O (water), [H-].[Na+] (Sodium hydride), C(C)OC1=NNC=C1CCC(=O)OCC (ethyl 3-(3-ethoxy-1H-pyrazol-4-yl)propionate), ClCC=1C=NC=C(C1)OCC=1N=C(OC1C)C1=CC=CC=C1 (3-chloromethyl-5-(5-methyl-2-phenyl-4-oxazolylmethoxy)pyridine). Solvent: CN(C=O)C (N,N-dimethylformamide). Conditions: time 1 hour. Product: C(C)OC1=NN(C=C1CCC(=O)OCC)CC=1C=NC=C(C1)OCC=1N=C(OC1C)C1=CC=CC=C1 (ethyl 3-[3-ethoxy-1-[5-(5-methyl-2-phenyl-4-oxazolylmethoxy)-3-pyridylmethyl]-1H-pyrazol-4-yl]propionate). The yield is 83.8%. Reaction SMILES: [H-].[Na+].[CH2:3]([O:5][C:6]1[C:10]([CH2:11][CH2:12][C:13]([O:15][CH2:16][CH3:17])=[O:14])=[CH:9][NH:8][N:7]=1)[CH3:4].Cl[CH2:19][C:20]1[CH:21]=[N:22][CH:23]=[C:24]([O:26][CH2:27][C:28]2[N:29]=[C:30]([C:34]3[CH:39]=[CH:38][CH:37]=[CH:36][CH:35]=3)[O:31][C:32]=2[CH3:33])[CH:25]=1.O>CN(C)C=O>[CH2:3]([O:5][C:6]1[C:10]([CH2:11][CH2:12][C:13]([O:15][CH2:16][CH3:17])=[O:14])=[CH:9][N:8]([CH2:19][C:20]2[CH:21]=[N:22][CH:23]=[C:24]([O:26][CH2:27][C:28]3[N:29]=[C:30]([C:34]4[CH:39]=[CH:38][CH:37]=[CH:36][CH:35]=4)[O:31][C:32]=3[CH3:33])[CH:25]=2)[N:7]=1)[CH3:4] |f:0.1|. Procedure details: Sodium hydride (60%, oily, 60.0 mg) was added to a solution of ethyl 3-(3-ethoxy-1H-pyrazol-4-yl)propionate (318 mg) and 3-chloromethyl-5-(5-methyl-2-phenyl-4-oxazolylmethoxy)pyridine (472 mg) in N,N-dimethylformamide (10 ml) at 0° C., and the mixture was stirred at room temperature for 1 hour. The reaction mixture was poured into water, and extracted with ethyl acetate. The ethyl acetate layer was washed with saturated aqueous sodium chloride solution, dried (MgSO4), and concentrated. The resid...